Dataset: the Open Reaction Database (ORD), a public repository of structured organic reaction records. Task: describe an organic reaction: reactants, conditions, products, and yield Starting materials: C1(=CC=CC=C1)S (Benzenethiol), [H-].[Na+] (sodium hydride), ClCCCCCN1C(=NC=2C(=NC(=C(C21)C)C)OC2=CC=CC=C2)C (1-(5-chloropentyl)-2,6,7-trimethyl-4-phenoxy-1H-imidazo[4,5-c]pyridine). The solvent is CN(C=O)C (N,N-dimethylformamide), CN(C=O)C (N,N-dimethylformamide). Yields the product CC=1N(C2=C(C(=NC(=C2C)C)OC2=CC=CC=C2)N1)CCCCCSC1=CC=CC=C1 (2,6,7-trimethyl-4-phenoxy-1-[5-(phenylthio)pentyl]-1H-imidazo[4,5-c]pyridine). Yield: 91.7%. RXN SMILES: [C:1]1([SH:7])[CH:6]=[CH:5][CH:4]=[CH:3][CH:2]=1.[H-].[Na+].Cl[CH2:11][CH2:12][CH2:13][CH2:14][CH2:15][N:16]1[C:24]2[C:23]([CH3:25])=[C:22]([CH3:26])[N:21]=[C:20]([O:27][C:28]3[CH:33]=[CH:32][CH:31]=[CH:30][CH:29]=3)[C:19]=2[N:18]=[C:17]1[CH3:34]>CN(C)C=O>[CH3:34][C:17]1[N:16]([CH2:15][CH2:14][CH2:13][CH2:12][CH2:11][S:7][C:1]2[CH:6]=[CH:5][CH:4]=[CH:3][CH:2]=2)[C:24]2[C:23]([CH3:25])=[C:22]([CH3:26])[N:21]=[C:20]([O:27][C:28]3[CH:29]=[CH:30][CH:31]=[CH:32][CH:33]=3)[C:19]=2[N:18]=1 |f:1.2|. Reported procedure: Benzenethiol (2.42 mL, 23.6 mmol) was added dropwise to a suspension of sodium hydride (0.944 g of 60%, 23.6 mmol) in anhydrous N,N-dimethylformamide (50 mL) and stirred until a clear solution was obtained. A solution of 1-(5-chloropentyl)-2,6,7-trimethyl-4-phenoxy-1H-imidazo[4,5-c]pyridine (6.5 g, 18.2 mmol) in anhydrous N,N-dimethylformamide (50 mL) was added dropwise. The reaction mixture was stirred at ambient temperature for 2 hours, then it was quenched with water and extracted with ethyl ... The reactants are C1(=CC=CC2=CC=CC=C12)S(=O)(=O)O.C=O (naphthalenesulfonic acid formaldehyde), C1(=CC=CC2=CC=CC=C12)S(=O)(=O)O (naphthalenesulfonic acid), C=O (formaldehyde). The solvent is O (Water). The product is C1(=CC=CC2=CC=CC=C12)S(=O)(=O)O (naphthalenesulfonic acid), C1=CC=CC2=CC=CC=C12 (naphthalene). As a reaction SMILES: [C:1]1([S:11]([OH:14])(=[O:13])=[O:12])[C:10]2[C:5](=[CH:6][CH:7]=[CH:8][CH:9]=2)[CH:4]=[CH:3][CH:2]=1.C=O.[C:17]1(S(O)(=O)=O)[C:26]2[C:21](=[CH:22][CH:23]=[CH:24][CH:25]=2)[CH:20]=[CH:19][CH:18]=1.C=O>O>[C:1]1([S:11]([OH:14])(=[O:12])=[O:13])[C:10]2[C:5](=[CH:6][CH:7]=[CH:8][CH:9]=2)[CH:4]=[CH:3][CH:2]=1.[CH:25]1[C:26]2[C:21](=[CH:20][CH:19]=[CH:18][CH:17]=2)[CH:22]=[CH:23][CH:24]=1 |f:0.1|. Reported procedure: Examples of a method of production of naphthalenesulfonic acid-formaldehyde condensate include condensation of naphthalenesulfonic acid with formaldehyde. The resultant condensate may be neutralized. Water-insoluble bi-products generated by neutralization may be removed. A specific process of the method is as follows. To produce naphthalenesulfonic acid, 1 mol of naphthalene is reacted with 1.2 to 1.4 mol of sulfuric acid for 2 to 5 hours at 150 to 165° C. to give a sulfonated product. To 1 mol ... Reactants: Cc1ccccc1, C=C(C=O)C(C)C, C=C(C)CCl, [Mg], C1CCOC1. Product: C=C(C)CC(O)C(=C)C(C)C. RXN SMILES: [CH3:19][c:20]1[cH:21][cH:22][cH:23][cH:24][cH:25]1.[CH:12]([CH3:13])([CH3:14])[C:15]([CH:16]=[O:17])=[CH2:18].[Cl:7][CH2:8][C:9](=[CH2:10])[CH3:11].[Mg:1].[O:2]1[CH2:3][CH2:4][CH2:5][CH2:6]1>>[CH2:8]([C:9](=[CH2:10])[CH3:11])[CH:16]([C:15]([CH:12]([CH3:13])[CH3:14])=[CH2:18])[OH:17]. The reactants are Fc1cc(COC2CCNCC2C(c2ccccc2)c2ccccc2)cc(C(F)(F)F)c1, Cl, OCc1ccccc1. Product: Fc1cc(COC2CCN(Cc3ccccc3)CC2C(c2ccccc2)c2ccccc2)cc(C(F)(F)F)c1. As a reaction SMILES: [CH:2]([c:3]1[cH:4][cH:5][cH:6][cH:7][cH:8]1)([c:9]1[cH:10][cH:11][cH:12][cH:13][cH:14]1)[CH:15]1[CH2:16][NH:17][CH2:18][CH2:19][CH:20]1[O:21][CH2:22][c:23]1[cH:24][c:25]([F:33])[cH:26][c:27]([C:29]([F:30])([F:31])[F:32])[cH:28]1.[ClH:1].[OH:34][CH2:35][c:36]1[cH:37][cH:38][cH:39][cH:40][cH:41]1>>[CH:2]([c:3]1[cH:4][cH:5][cH:6][cH:7][cH:8]1)([c:9]1[cH:10][cH:11][cH:12][cH:13][cH:14]1)[CH:15]1[CH2:16][N:17]([CH2:35][c:36]2[cH:37][cH:38][cH:39][cH:40][cH:41]2)[CH2:18][CH2:19][CH:20]1[O:21][CH2:22][c:23]1[cH:24][c:25]([F:33])[cH:26][c:27]([C:29]([F:30])([F:31])[F:32])[cH:28]1.